describe an organic reaction: reactants, conditions, products, and yield From a dataset of the Open Reaction Database (ORD), a public repository of structured organic reaction records. Yields the product CCOC(=O)CCc1c(C(C)O)nc2c(cnn2CC)c1-c1cncc(C)c1. Reactants: [Br-], CCOC(=O)CCc1c(C=O)nc2c(cnn2CC)c1-c1cncc(C)c1, C1CCOC1, C[Mg+], [Cl-], [NH4+]. As a reaction SMILES: [Br-:28].[CH2:1]([CH3:2])[n:3]1[n:4][cH:5][c:6]2[c:7]1[n:8][c:9]([CH:26]=[O:27])[c:10]([CH2:19][CH2:20][C:21](=[O:22])[O:23][CH2:24][CH3:25])[c:11]2-[c:12]1[cH:13][n:14][cH:15][c:16]([CH3:18])[cH:17]1.[CH2:31]1[O:32][CH2:33][CH2:34][CH2:35]1.[CH3:29][Mg+:30].[Cl-:36].[NH4+:37]>>[CH2:1]([CH3:2])[n:3]1[n:4][cH:5][c:6]2[c:7]1[n:8][c:9]([CH:26]([OH:27])[CH3:29])[c:10]([CH2:19][CH2:20][C:21](=[O:22])[O:23][CH2:24][CH3:25])[c:11]2-[c:12]1[cH:13][n:14][cH:15][c:16]([CH3:18])[cH:17]1. The reactants are N1[C@H](C(=O)N[C@@H](C)C(=O)N2[C@H](C(=O)O)CCC2)CCC1 (L-prolyl-L-alanyl-L-proline), CN1CCOCC1 (N-methylmorpholine), C(C(C)C)OC(=O)Cl (isobutylchloroformate), Cl.OC(C(C)N)C(F)(F)F (3-hydroxy-4,4,4-trifluoro-2-butyl-amine hydrochloride), CN1CCOCC1 (N-methylmorpholine). Run in C(C)#N (acetonitrile), C(Cl)(Cl)Cl (chloroform). Conditions: temperature -15 celsius, time 4 hour. Yields the product FC(C(C(C)NC([C@H]1N(CCC1)C([C@@H](NC([C@H]1N(CCC1)C(C)=O)=O)C)=O)=O)O)(F)F (1,1,1-Trifluoro-3-[(N-acetylprolyl)alanylprolylamino]butan-2-ol). Isolated yield 23.0%. RXN SMILES: [NH:1]1[CH2:20][CH2:19][CH2:18][C@H:2]1[C:3]([NH:5][C@H:6]([C:8]([N:10]1[CH2:17][CH2:16][CH2:15][C@H:11]1[C:12]([OH:14])=O)=[O:9])[CH3:7])=[O:4].CN1CC[O:25][CH2:24][CH2:23]1.C(OC(Cl)=O)C(C)C.Cl.[OH:37][CH:38]([C:42]([F:45])([F:44])[F:43])[CH:39]([NH2:41])[CH3:40]>C(#N)C.C(Cl)(Cl)Cl>[F:43][C:42]([F:45])([F:44])[CH:38]([OH:37])[CH:39]([NH:41][C:12](=[O:14])[C@@H:11]1[CH2:15][CH2:16][CH2:17][N:10]1[C:8](=[O:9])[C@H:6]([CH3:7])[NH:5][C:3](=[O:4])[C@@H:2]1[CH2:18][CH2:19][CH2:20][N:1]1[C:24](=[O:25])[CH3:23])[CH3:40] |f:3.4|. Procedure details: Ac-L-prolyl-L-alanyl-L-proline (1.17 g, 3.61 mmol) was suspended in dry acetonitrile (55 ml) under an argon atmosphere in a flask fitted with an overhead stirrer and internal thermometer. The suspension was cooled to -15° C. and N-methylmorpholine (0.40 ml, 3.61 mmol) was added followed by isobutylchloroformate (0.47 ml, 3.61 mmol) at such a rate as to maintain the internal reaction temperature at -10° to -15° C. Ten minutes after the addition was completed, a mixture of 3-hydroxy-4,4,4-trifluor... Reactants: OC1=C(C=C(C=C1)O)C(C)=O (2',5'-dihydroxyacetophenone), C1(CCCCC1)C(=O)Cl (cyclohexanecarbonyl chloride), BrCCCCCCl (1-bromo-5-chloropentane), OC1CCNCC1 (4-hydroxypiperidine). Yields the product C1(CCCCC1)C=1OC2=C(C(C1)=O)C=C(C=C2)OCCCCCN2CCC(CC2)O (2-Cyclohexyl-6-[5-(4-hydroxypiperidinyl)pentoxy]-4H-1-benzopyran-4-one). RXN SMILES: [OH:1][C:2]1[CH:7]=[CH:6][C:5]([OH:8])=[CH:4][C:3]=1[C:9](=[O:11])[CH3:10].[CH:12]1([C:18](Cl)=O)[CH2:17][CH2:16][CH2:15][CH2:14][CH2:13]1.Br[CH2:22][CH2:23][CH2:24][CH2:25][CH2:26]Cl.[OH:28][CH:29]1[CH2:34][CH2:33][NH:32][CH2:31][CH2:30]1>>[CH:12]1([C:18]2[O:1][C:2]3[CH:7]=[CH:6][C:5]([O:8][CH2:22][CH2:23][CH2:24][CH2:25][CH2:26][N:32]4[CH2:33][CH2:34][CH:29]([OH:28])[CH2:30][CH2:31]4)=[CH:4][C:3]=3[C:9](=[O:11])[CH:10]=2)[CH2:13][CH2:14][CH2:15][CH2:16][CH2:17]1. Procedure details: The compound was prepared by a method similar to Example 11 from 2',5'-dihydroxyacetophenone, cyclohexanecarbonyl chloride, 1-bromo-5-chloropentane, and 4-hydroxypiperidine: mp 85°-86° C. Reactants: C1COCCOCCOCCOCCO1, [H-], [Na+], C1CCOC1, O=S(=O)(Cl)c1ccccc1, O=Cc1c[nH]c(-c2ccccn2)c1. Product: O=Cc1cc(-c2ccccn2)n(S(=O)(=O)c2ccccc2)c1. Reaction SMILES: [CH2:16]1[O:17][CH2:18][CH2:19][O:20][CH2:21][CH2:22][O:23][CH2:24][CH2:25][O:26][CH2:27][CH2:28][O:29][CH2:30]1.[H-:14].[Na+:15].[O:41]1[CH2:42][CH2:43][CH2:44][CH2:45]1.[c:31]1([S:37](=[O:38])(=[O:39])[Cl:40])[cH:32][cH:33][cH:34][cH:35][cH:36]1.[n:1]1[c:2](-[c:7]2[cH:8][c:9]([CH:12]=[O:13])[cH:10][nH:11]2)[cH:3][cH:4][cH:5][cH:6]1>>[n:1]1[c:2](-[c:7]2[cH:8][c:9]([CH:12]=[O:13])[cH:10][n:11]2[S:37]([c:31]2[cH:32][cH:33][cH:34][cH:35][cH:36]2)(=[O:38])=[O:39])[cH:3][cH:4][cH:5][cH:6]1.